Dataset: the Open Reaction Database (ORD), a public repository of structured organic reaction records. Task: describe an organic reaction: reactants, conditions, products, and yield Procedure details: Methyl 7-chloro-2-methyl-s-triazolo[1,5-a]pyrimidine-5-carboxylate (0.80 g) (3.53 mmol) are suspended in 35 ml of methanol and treated with 0.78 g (10.6 mmol) of sodium hydrogen sulphide hydrate. After stirring at 60° C. for 5 hours the mixture is concentrated and the residue is dissolved in 20 ml of water. The solution is acidified to pH 3 with 3N aqueous hydrochloric acid. The separated product is filtered off under suction and washed with water and methanol. After recrystallization from metha... Run at temperature 60 celsius, time 5 hour. RXN SMILES: Cl[C:2]1[N:7]2[N:8]=[C:9]([CH3:11])[N:10]=[C:6]2[N:5]=[C:4]([C:12]([O:14][CH3:15])=[O:13])[CH:3]=1.O.[SH2:17].[Na]>CO>[SH:17][C:2]1[N:7]2[N:8]=[C:9]([CH3:11])[N:10]=[C:6]2[N:5]=[C:4]([C:12]([O:14][CH3:15])=[O:13])[CH:3]=1 |f:1.2.3,^1:17|. Yields the product SC1=CC(=NC=2N1N=C(N2)C)C(=O)OC (methyl 7-mercapto-2-methyl-s-triazolo[1,5-a]pyrimidine-5-carboxylate). Yield: 83.4%. Reactants: ClC1=CC(=NC=2N1N=C(N2)C)C(=O)OC (Methyl 7-chloro-2-methyl-s-triazolo[1,5-a]pyrimidine-5-carboxylate), O.S.[Na] (sodium hydrogen sulphide hydrate). The solvent is CO (methanol). Starting materials: CS(=O)(=O)OCC1=NC=C(C(=C1C)OCCOCCOC)C ({4-(2-methoxyethoxy)ethoxy-3,5-dimethylpyridine-2-yl}methyl methanesulfonate), SC=1NC2=C(N1)C=CC=C2 (2-mercaptobenzimidazole). The solvent is C(C)O (ethanol). Reaction conditions: time 1 hour. Product: COCCOCCOC1=C(C(=NC=C1C)CSC1=NC2=C(N1)C=CC=C2)C (2-[{4-(2-Methoxyethoxy)Ethoxy-3,5-Dimethylpyridine-2-Yl}Methylthio]-1H-Benzimidazole). Yield: 26.5%. RXN SMILES: CS(O[CH2:6][C:7]1[C:12]([CH3:13])=[C:11]([O:14][CH2:15][CH2:16][O:17][CH2:18][CH2:19][O:20][CH3:21])[C:10]([CH3:22])=[CH:9][N:8]=1)(=O)=O.[SH:23][C:24]1[NH:25][C:26]2[CH:32]=[CH:31][CH:30]=[CH:29][C:27]=2[N:28]=1>C(O)C>[CH3:21][O:20][CH2:19][CH2:18][O:17][CH2:16][CH2:15][O:14][C:11]1[C:10]([CH3:22])=[CH:9][N:8]=[C:7]([CH2:6][S:23][C:24]2[NH:28][C:27]3[CH:29]=[CH:30][CH:31]=[CH:32][C:26]=3[N:25]=2)[C:12]=1[CH3:13]. Procedure: A mixture comprising 3.0 g of {4-(2-methoxyethoxy)ethoxy-3,5-dimethylpyridine-2-yl}methyl methanesulfonate, 1.17 g of 2-mercaptobenzimidazole and 30 ml of ethanol was stirred at a room temperature for one hour and distilled to remove the ethanol. The residue was purified by silica gel column chromatography to obtain 0.8 g of the title compound. Reactants: CC1=NN(C(=C1C1=CC=CC=C1)C)C1=CC=C(C=C1)CCNC(OC1=CC=CC=C1)=O (Phenyl 2-[4-(3,5-dimethyl-4-phenyl-1H-pyrazol-1-yl)phenyl]ethylcarbamate), FC=1C=C(C=CC1F)S(=O)(=O)N (3,4-difluorobenzenesulfonamide). Product: CC1=NN(C(=C1C1=CC=CC=C1)C)C1=CC=C(C=C1)CCNC(=O)NS(=O)(=O)C1=CC(=C(C=C1)F)F (N-[({2-[4-(3,5-Dimethyl-4-phenyl-1H-pyrazol-1-yl)phenyl]ethyl}amino)carbonyl]-3,4-difluorobenzenesulfonamide). As a reaction SMILES: [CH3:1][C:2]1[C:6]([C:7]2[CH:12]=[CH:11][CH:10]=[CH:9][CH:8]=2)=[C:5]([CH3:13])[N:4]([C:14]2[CH:19]=[CH:18][C:17]([CH2:20][CH2:21][NH:22][C:23](=O)[O:24]C3C=CC=CC=3)=[CH:16][CH:15]=2)[N:3]=1.[F:32][C:33]1[CH:34]=[C:35]([S:40]([NH2:43])(=[O:42])=[O:41])[CH:36]=[CH:37][C:38]=1[F:39]>>[CH3:1][C:2]1[C:6]([C:7]2[CH:12]=[CH:11][CH:10]=[CH:9][CH:8]=2)=[C:5]([CH3:13])[N:4]([C:14]2[CH:19]=[CH:18][C:17]([CH2:20][CH2:21][NH:22][C:23]([NH:43][S:40]([C:35]3[CH:36]=[CH:37][C:38]([F:39])=[C:33]([F:32])[CH:34]=3)(=[O:41])=[O:42])=[O:24])=[CH:16][CH:15]=2)[N:3]=1. Procedure: The title compound was prepared according to the procedure described in step 1 of Example 42 from phenyl 2-[4-(3,5-dimethyl-4-phenyl-1H-pyrazol-1-yl)phenyl]ethylcarbamate (step 1 of Example 22) and 3,4-difluorobenzenesulfonamide: 1H-NMR (CDCl3) δ 7.84-7.70 (2H, m), 7.47-7.21 (10H, m), 6.07 (1H, br.s), 3.50-3.43 (2H, m), 2.85 (2H, t, J=6.3 Hz), 2.32 (3H, s), 2.22 (3H, s). Starting materials: Brc1cccc(-c2c[nH]cn2)c1, COS(=O)(=O)OC, Cc1ccccc1, [Na+], [OH-], O. Product: Cn1cnc(-c2cccc(Br)c2)c1. As a reaction SMILES: [Br:8][c:9]1[cH:10][c:11](-[c:15]2[n:16][cH:17][nH:18][cH:19]2)[cH:12][cH:13][cH:14]1.[CH3:1][O:2][S:3]([O:4][CH3:5])(=[O:6])=[O:7].[CH3:20][c:21]1[cH:22][cH:23][cH:24][cH:25][cH:26]1.[Na+:28].[OH-:27].[OH2:29]>>[Br:8][c:9]1[cH:10][c:11](-[c:15]2[n:16][cH:17][n:18]([CH3:20])[cH:19]2)[cH:12][cH:13][cH:14]1. The reactants are CCI, CI, CN(C)C=O, COC(=O)CC(=O)c1ccc(-n2ccnc2)cc1, [H-], [Na+]. The product is CCC(C)(C(=O)OC)C(=O)c1ccc(-n2ccnc2)cc1. As a reaction SMILES: [CH2:21]([CH3:22])[I:23].[CH3:24][I:25].[CH3:26][N:27]([CH3:28])[CH:29]=[O:30].[CH3:3][O:4][C:5]([CH2:6][C:7]([c:8]1[cH:9][cH:10][c:11](-[n:14]2[cH:15][n:16][cH:17][cH:18]2)[cH:12][cH:13]1)=[O:19])=[O:20].[H-:1].[Na+:2]>>[CH3:3][O:4][C:5]([C:6]([C:7]([c:8]1[cH:9][cH:10][c:11](-[n:14]2[cH:15][n:16][cH:17][cH:18]2)[cH:12][cH:13]1)=[O:19])([CH2:21][CH3:22])[CH3:24])=[O:20].